This data is from the Open Reaction Database (ORD), a public repository of structured organic reaction records. The task is: describe an organic reaction: reactants, conditions, products, and yield Starting materials: ClC1CCN(CC1)C (4-chloro-N-methylpiperidine), FC1=CC=2C(C3=CC=CC=C3SC2C=C1)=O (2-fluoro-9-thioxanthone), Grignard reagent, [Mg] (magnesium). The solvent is O1CCCC1 (tetrahydrofuran). Product: FC1=CC=2C(C3=CC=CC=C3SC2C=C1)(O)C1CCN(CC1)C (2-fluoro-9-(1-methyl-4-piperidyl)-thioxanthene-9-ol). RXN SMILES: [F:1][C:2]1[CH:15]=[CH:14][C:13]2[S:12][C:11]3[C:6](=[CH:7][CH:8]=[CH:9][CH:10]=3)[C:5](=[O:16])[C:4]=2[CH:3]=1.[Mg].Cl[CH:19]1[CH2:24][CH2:23][N:22]([CH3:25])[CH2:21][CH2:20]1>O1CCCC1>[F:1][C:2]1[CH:15]=[CH:14][C:13]2[S:12][C:11]3[C:6](=[CH:7][CH:8]=[CH:9][CH:10]=3)[C:5]([CH:19]3[CH2:24][CH2:23][N:22]([CH3:25])[CH2:21][CH2:20]3)([OH:16])[C:4]=2[CH:3]=1. Procedure details: Similarly, 2-fluoro-9-thioxanthone (5.0 g.) is reacted with the Grignard reagent derived from 1.06 g. of magnesium turnings and 5.85 g. of 4-chloro-N-methylpiperidine in tetrahydrofuran as described above to give the corresponding 2-fluoro-9-(1-methyl-4-piperidyl)-thioxanthene-9-ol, m.p. 189°-190° C. The latter is dehydrated by the same procedure to obtain 4-(2-fluoro-9-thioxanthenylidene)-1-methylpiperidine as the maleate salt, m.p. 175°-179° C. The reactants are COC1=C(C(=O)Cl)C=CC=C1 (2-methoxybenzoyl chloride), NC1=C(C#N)C=CC(=C1)Br (2-amino-4-bromobenzonitrile), C(C)(C)(C)OC(=O)N1C[C@H](CCC1)N ((S)-3-amino-piperidine-1-carboxylic acid tert-butyl ester), CN1N=CC(=C1)B1OC(C(O1)(C)C)(C)C (1-methyl-4-(4,4,5,5-tetramethyl-1,3,2-dioxaborolan-2-yl)-1H-pyrazole). Yields the product CN1N=CC(=C1)C1=CC=C2C(=NC(=NC2=C1)C1=C(C=CC=C1)O)N[C@@H]1CNCC1 ((S)-2-(7-(1-Methyl-1H-pyrazol-4-yl)-4-(pyrrolidin-3-ylamino)quinazolin-2-yl)phenol). As a reaction SMILES: C[O:2][C:3]1[CH:11]=[CH:10][CH:9]=[CH:8][C:4]=1[C:5](Cl)=O.[NH2:12][C:13]1[CH:20]=[C:19](Br)[CH:18]=[CH:17][C:14]=1[C:15]#[N:16].C(OC([N:29]1[CH2:34][CH2:33]C[C@H:31]([NH2:35])[CH2:30]1)=O)(C)(C)C.[CH3:36][N:37]1[CH:41]=[C:40](B2OC(C)(C)C(C)(C)O2)[CH:39]=[N:38]1>>[CH3:36][N:37]1[CH:41]=[C:40]([C:19]2[CH:20]=[C:13]3[C:14]([C:15]([NH:35][C@H:31]4[CH2:33][CH2:34][NH:29][CH2:30]4)=[N:16][C:5]([C:4]4[CH:8]=[CH:9][CH:10]=[CH:11][C:3]=4[OH:2])=[N:12]3)=[CH:17][CH:18]=2)[CH:39]=[N:38]1. Procedure: The title compound was prepared from 2-methoxybenzoyl chloride, 2-amino-4-bromobenzonitrile, (S)-3-amino-piperidine-1-carboxylic acid tert-butyl ester and 1-methyl-4-(4,4,5,5-tetramethyl-1,3,2-dioxaborolan-2-yl)-1H-pyrazole using methods analogous to those described in Synthesis 72. Starting materials: [OH-].[Na+] (NaOH), NC1=CC=C(C#N)C=C1 (4-aminobenzonitrile), C(C)(C)N(C(C)C)CC (N,N-diisopropylethylamine), ClC1=NC(=NC(=N1)Cl)NC1=C(C=C(C=C1Br)C)Br (4,6-dichloro —N-(2,6-dibromo-4-methylphenyl)-1,3,5-triazin-2-amine). The solvent is O1CCOCC1 (1,4-dioxane), C(C)(=O)OCC (ethyl acetate). The product is NC1=NC(=NC(=N1)NC1=C(C=C(C=C1Br)C)Br)NC1=CC=C(C#N)C=C1 (4-[[4-amino-6-[(2,6-dibromo-4-methylphenyl)-amino]-1,3,5-triazin-2-yl]amino]benzonitrile). Isolated yield 9.7%. RXN SMILES: Cl[C:2]1[N:7]=[C:6](Cl)[N:5]=[C:4]([NH:9][C:10]2[C:15]([Br:16])=[CH:14][C:13]([CH3:17])=[CH:12][C:11]=2[Br:18])[N:3]=1.[NH2:19][C:20]1[CH:27]=[CH:26][C:23]([C:24]#[N:25])=[CH:22][CH:21]=1.C([N:31](CC)C(C)C)(C)C.[OH-].[Na+]>O1CCOCC1.C(OCC)(=O)C>[NH2:31][C:6]1[N:5]=[C:4]([NH:9][C:10]2[C:15]([Br:16])=[CH:14][C:13]([CH3:17])=[CH:12][C:11]=2[Br:18])[N:3]=[C:2]([NH:19][C:20]2[CH:27]=[CH:26][C:23]([C:24]#[N:25])=[CH:22][CH:21]=2)[N:7]=1 |f:3.4|. Procedure: 4,6-dichloro —N-(2,6-dibromo-4-methylphenyl)-1,3,5-triazin-2-amine (0.00651 mol), was dissolved in 1,4-dioxane (30 ml). Sequentially, 4-aminobenzonitrile (0.0066 mol) and N,N-diisopropylethylamine (0.0066 mol) were added, and the clear solution was heated to reflux for 4 days. The reaction was allowed to cool to room temperature overnight, and the mixture was diluted with ethyl acetate and treated with cold 1 M NaOH. The layers were separated, and the organic phase was re-extracted with fresh 1 ...